Dataset: the Open Reaction Database (ORD), a public repository of structured organic reaction records. Task: describe an organic reaction: reactants, conditions, products, and yield The reactants are C(=O)([O-])[O-].[K+].[K+] (K2CO3), ClC1=C(C(=O)C(C(=O)OC)=CNC2CC2)C=C(C(=C1OC)Cl)F (methyl 2-(2,4-dichloro-5-fluoro-3-methoxybenzoyl)-3-cyclopropylaminoacrylate), ice water. Run in CN(C)C=O (DMF). Conditions: temperature 42.5 celsius, time 2.5 hour. Product: C1(CC1)N1C=C(C(C2=CC(=C(C(=C12)OC)Cl)F)=O)C(=O)OC (methyl 1-cyclopropyl-7-chloro-6-fluoro-8-methoxy-1,4-dihydro-4-oxo-3-quinolinecarboxylate). The yield is 90.3%. RXN SMILES: C([O-])([O-])=O.[K+].[K+].Cl[C:8]1[C:25]([O:26][CH3:27])=[C:24]([Cl:28])[C:23]([F:29])=[CH:22][C:9]=1[C:10]([C:12](=[CH:17][NH:18][CH:19]1[CH2:21][CH2:20]1)[C:13]([O:15][CH3:16])=[O:14])=[O:11]>CN(C=O)C>[CH:19]1([N:18]2[C:8]3[C:9](=[CH:22][C:23]([F:29])=[C:24]([Cl:28])[C:25]=3[O:26][CH3:27])[C:10](=[O:11])[C:12]([C:13]([O:15][CH3:16])=[O:14])=[CH:17]2)[CH2:21][CH2:20]1 |f:0.1.2|. Procedure: 34.7 g of anhydrous K2CO3 (0.35 mol) was added to a solution of 62.6 g of methyl 2-(2,4-dichloro-5-fluoro-3-methoxybenzoyl)-3-cyclopropylaminoacrylate in 220 ml of DMF. The reactant was stirred at 40-45° C. for 2.5 hours, and the reaction was monitored by TLC. The resulting mixture was then poured into 800 ml of ice-water, filtered, washed with water (100 ml×2), and dried. The resulting solid was dissolved in 120 ml of 95% methanol and then refluxed for 15 minutes, cooled, filtered and dried to ... The reactants are Cl (HCl), ClC=1C=C(C=CC1)[C@H]1C[C@@H](C(N([C@@H]1C1=CC=C(C=C1)Cl)CC1CC1)=O)CC(=O)NCC(=O)OCC (Ethyl 2-(2-((3R,5R,6S)-5-(3-chlorophenyl)-6-(4-chlorophenyl)-1-(cyclopropylmethyl)-2-oxopiperidin-3-yl)acetamido)acetate), solution, [OH-].[Li+] (lithium hydroxide), O (water). Run in CO.C1CCOC1.O (MeOH THF H2O). Reaction conditions: time 10 hour. The product is ClC=1C=C(C=CC1)[C@H]1C[C@@H](C(N([C@@H]1C1=CC=C(C=C1)Cl)CC1CC1)=O)CC(=O)NCC(=O)O (2-(2-((3R,5R,6S)-5-(3-Chlorophenyl)-6-(4-chlorophenyl)-1-(cyclopropylmethyl)-2-oxopiperidin-3-yl)acetamido)acetic acid). RXN SMILES: [Cl:1][C:2]1[CH:3]=[C:4]([C@@H:8]2[C@@H:13]([C:14]3[CH:19]=[CH:18][C:17]([Cl:20])=[CH:16][CH:15]=3)[N:12]([CH2:21][CH:22]3[CH2:24][CH2:23]3)[C:11](=[O:25])[C@@H:10]([CH2:26][C:27]([NH:29][CH2:30][C:31]([O:33]CC)=[O:32])=[O:28])[CH2:9]2)[CH:5]=[CH:6][CH:7]=1.[OH-].[Li+].O.Cl>CO.C1COCC1.O>[Cl:1][C:2]1[CH:3]=[C:4]([C@@H:8]2[C@@H:13]([C:14]3[CH:15]=[CH:16][C:17]([Cl:20])=[CH:18][CH:19]=3)[N:12]([CH2:21][CH:22]3[CH2:23][CH2:24]3)[C:11](=[O:25])[C@@H:10]([CH2:26][C:27]([NH:29][CH2:30][C:31]([OH:33])=[O:32])=[O:28])[CH2:9]2)[CH:5]=[CH:6][CH:7]=1 |f:1.2,5.6.7|. Reported procedure: To a solution of 38 mg (73 μmol) of ethyl 2-(2-((3R,5R,6S)-5-(3-chlorophenyl)-6-(4-chlorophenyl)-1-(cyclopropylmethyl)-2-oxopiperidin-3-yl)acetamido)acetate (Example 49) in 0.75 mL of MeOH/THF/H2O (2/2/1) was added a 2M solution of lithium hydroxide in water (70 μl, 141 μmol) at 25° C. and the mixture was stirred for 10 h. The reaction was acidified (1N aq. HCl) and extracted with DCM (2×). The combined organic layers were successively washed with 10% aq. citric acid solution and sat. aq. NaCl s...